From a dataset of the Open Reaction Database (ORD), a public repository of structured organic reaction records. describe an organic reaction: reactants, conditions, products, and yield Starting materials: OC1=CC=C(CO)C=C1 (4-Hydroxybenzyl alcohol), P(Br)(Br)Br (PBr3), N1=CC=CC=C1 (pyridine). The solvent is C1CCOC1 (THF), C1CCOC1 (THF), C1CCOC1 (THF), C1CCOC1 (THF). Run at temperature -20 celsius, time 18 hour. Product: OC1=CC=C(CBr)C=C1 (4-Hydroxybenzyl bromide). Reaction SMILES: P(Br)(Br)[Br:2].N1C=CC=CC=1.[OH:11][C:12]1[CH:19]=[CH:18][C:15]([CH2:16]O)=[CH:14][CH:13]=1>C1COCC1>[OH:11][C:12]1[CH:19]=[CH:18][C:15]([CH2:16][Br:2])=[CH:14][CH:13]=1. Procedure: To a stirred solution of PBr3 (1.38 g, 5.0 mmol) in dry THF (2 ml) at −5° C. was added a solution of dry pyridine (0.201 ml) in dry THF (0.4 ml). A solution of 4-Hydroxybenzyl alcohol (1.89 g, 15.2 mmol) in dry THF (23 ml) was added drop wise to the reaction mixture. The reaction mixture was allowed to stand at room temperature for 18 hours, then diluted with THF and filtered through celite pad. The filtrate was evaporated, the resulting semisolid was redissolved in dry toluene (16 ml). The solu... Reactants: BrC1=CC=C(C=C1)C1(CCC1)N(S(=O)(=O)C1=CC=C(C=C1)OC(F)F)CC(=O)O (2-(N-(1-(4-bromophenyl)cyclobutyl)-4-(difluoromethoxy)phenylsulfonamido) acetic acid), N1=CN=CC(=C1)B(O)O (pyrimidin-5-ylboronic acid), C1(CCCCC1)P(C1=C(C=CC=C1)C1=C(C=C(C=C1C(C)C)C(C)C)C(C)C)C1CCCCC1 (dicyclohexyl(2′,4′,6′-triisopropylbiphenyl-2-yl)phosphine), P(=O)([O-])([O-])[O-].[K+].[K+].[K+] (potassium phosphate). The reagents and catalysts are C=1C=CC(=CC1)/C=C/C(=O)/C=C/C2=CC=CC=C2.C=1C=CC(=CC1)/C=C/C(=O)/C=C/C2=CC=CC=C2.C=1C=CC(=CC1)/C=C/C(=O)/C=C/C2=CC=CC=C2.[Pd].[Pd] (Pd2 dba3). Run in C(CCC)O (n-butanol). Reaction conditions: temperature 100 celsius, time 3 hour. Product: FC(OC1=CC=C(C=C1)S(=O)(=O)N(C1(CCC1)C1=CC=C(C=C1)C=1C=NC=NC1)CC(=O)O)F (2-(4-(difluoromethoxy)-N-(1-(4-(pyrimidin-5-yl)phenyl)cyclobutyl)phenylsulfonamido) acetic acid). Yield: 16.0%. As a reaction SMILES: Br[C:2]1[CH:7]=[CH:6][C:5]([C:8]2([N:12]([CH2:26][C:27]([OH:29])=[O:28])[S:13]([C:16]3[CH:21]=[CH:20][C:19]([O:22][CH:23]([F:25])[F:24])=[CH:18][CH:17]=3)(=[O:15])=[O:14])[CH2:11][CH2:10][CH2:9]2)=[CH:4][CH:3]=1.[N:30]1[CH:35]=[C:34](B(O)O)[CH:33]=[N:32][CH:31]=1.P([O-])([O-])([O-])=O.[K+].[K+].[K+].C1(P(C2CCCCC2)C2C=CC=CC=2C2C(C(C)C)=CC(C(C)C)=CC=2C(C)C)CCCCC1>C(O)CCC.C1C=CC(/C=C/C(/C=C/C2C=CC=CC=2)=O)=CC=1.C1C=CC(/C=C/C(/C=C/C2C=CC=CC=2)=O)=CC=1.C1C=CC(/C=C/C(/C=C/C2C=CC=CC=2)=O)=CC=1.[Pd].[Pd]>[F:24][CH:23]([F:25])[O:22][C:19]1[CH:20]=[CH:21][C:16]([S:13]([N:12]([CH2:26][C:27]([OH:29])=[O:28])[C:8]2([C:5]3[CH:6]=[CH:7][C:2]([C:34]4[CH:35]=[N:30][CH:31]=[N:32][CH:33]=4)=[CH:3][CH:4]=3)[CH2:11][CH2:10][CH2:9]2)(=[O:15])=[O:14])=[CH:17][CH:18]=1 |f:2.3.4.5,8.9.10.11.12|. Reported procedure: To a solution of 2-(N-(1-(4-bromophenyl)cyclobutyl)-4-(difluoromethoxy)phenylsulfonamido) acetic acid (20 mg, 0.041 mmol) in n-butanol (2 mL) was added pyrimidin-5-ylboronic acid (7.58 mg, 0.061 mmol), followed by potassium phosphate (17.32 mg, 0.082 mmol) and Pd2 dba3 (2.345 mg, 4.08 μmol) and dicyclohexyl(2′,4′,6′-triisopropylbiphenyl-2-yl)phosphine (3.89 mg, 8.16 μmol). The mixture was degassed and flushed with argon and then shook at 100° C. for 3 h. The resultant mixture was filtered and th... Starting materials: ClC1=C(CN2C=C(C3=CC=C(C=C23)C(=O)N)C=O)C=CC=C1 (1-(2-chlorobenzyl)-3-formylindole-6-carboxamide), chromic anhydride, S(O)(O)(=O)=O (sulfuric acid). Solvent: CN(C=O)C (dimethylformamide). Reaction conditions: temperature 20 celsius, time 5 hour. The product is C(N)(=O)C1=CC=C2C(=CN(C2=C1)CC1=C(C=CC=C1)Cl)C(=O)O (6-carbamoyl-1-(2-chlorobenzyl)indole-3-carboxylic acid). RXN SMILES: [Cl:1][C:2]1[CH:22]=[CH:21][CH:20]=[CH:19][C:3]=1[CH2:4][N:5]1[C:13]2[C:8](=[CH:9][CH:10]=[C:11]([C:14]([NH2:16])=[O:15])[CH:12]=2)[C:7]([CH:17]=[O:18])=[CH:6]1.S(=O)(=O)(O)[OH:24]>CN(C)C=O>[C:14]([C:11]1[CH:12]=[C:13]2[C:8]([C:7]([C:17]([OH:24])=[O:18])=[CH:6][N:5]2[CH2:4][C:3]2[CH:19]=[CH:20][CH:21]=[CH:22][C:2]=2[Cl:1])=[CH:9][CH:10]=1)(=[O:15])[NH2:16]. Procedure details: To a stirred solution of 1-(2-chlorobenzyl)-3-formylindole-6-carboxamide (47 mg) in dimethylformamide (1.6 ml) was added chromic anhydride (125 mg) and sulfuric acid (0.05 ml), and the mixture was stirred at 20° C. for 5 hours. The resulting mixture was evaporated in vacuo and the residue was chromatographed on silica gel eluting with a mixture of chloroform and methanol (9:1) to give 6-carbamoyl-1-(2-chlorobenzyl)indole-3-carboxylic acid (8.3 mg) as a solid.